This data is from the Open Reaction Database (ORD), a public repository of structured organic reaction records. The task is: describe an organic reaction: reactants, conditions, products, and yield Reactants: BrN1C(CCC1=O)=O (N-bromosuccinimide), O1CCC2=C1C=CC(=C2)CC(=O)O (2,3-dihydrobenzofuran-5-ylacetic acid), C(C1=CC=CC=C1)(=O)OOC(C1=CC=CC=C1)=O (benzoyl peroxide). The solvent is C(Cl)(Cl)(Cl)Cl (carbon tetrachloride). Product: BrCC=1C=CC2=C(C=CO2)C1 (5-Bromomethyl-benzofuran). RXN SMILES: [Br:1]N1C(=O)CCC1=O.[O:9]1[C:13]2[CH:14]=[CH:15][C:16]([CH2:18]C(O)=O)=[CH:17][C:12]=2[CH2:11][CH2:10]1.C(OOC(=O)C1C=CC=CC=1)(=O)C1C=CC=CC=1>C(Cl)(Cl)(Cl)Cl>[Br:1][CH2:18][C:16]1[CH:15]=[CH:14][C:13]2[O:9][CH:10]=[CH:11][C:12]=2[CH:17]=1. Reported procedure: N-bromosuccinimide (5.0 mmol) was added to a solution of 2,3-dihydrobenzofuran-5-ylacetic acid (5.0 mmol) and benzoyl peroxide (10 mg) in carbon tetrachloride (100 mL) and refluxed for 3 h. The mixture was cooled to room temperature, filtered and concentrated. The product was recrystallized from ethyl acetate:hexane (2:1) to giving the title compound as a white solid. 1H NMR (CD3OD) δ 7.62 (1H, d, J=2.4 Hz), 7.52 (1H, d, J=0.8 Hz), 7.46 (1H, d, J=8.4 Hz), 7.21 (1H, dd, J=1.6, 8.4 Hz), 6.74 (1H, ... The reactants are ClCl (chlorine), N1=CC=CC=C1 (pyridine), C1(=CC=CC=C1)SC (methyl phenyl sulfide), solid, ClC=1C=CC=C(C1C(=O)OC)N (methyl 6-chloroanthranilate), ClC=1C=CC=C(C1C(=O)OC)N (methyl 6-chloroanthranilate). Run in ClCCl (dichloromethane). Product: ClC1=C(C(=CC=C1)C(=O)OC)N=S(C1=CC=CC=C1)C (N-(2-Chloro-6-methoxycarbonylphenyl)-S-methyl-S-phenylsulfilimine). Reaction SMILES: [C:1]1([S:7][CH3:8])[CH:6]=[CH:5][CH:4]=[CH:3][CH:2]=1.[Cl:9]Cl.Cl[C:12]1[CH:13]=[CH:14][CH:15]=[C:16]([NH2:22])[C:17]=1[C:18]([O:20][CH3:21])=[O:19].N1C=CC=CC=1>ClCCl>[Cl:9][C:15]1[CH:14]=[CH:13][CH:12]=[C:17]([C:18]([O:20][CH3:21])=[O:19])[C:16]=1[N:22]=[S:7]([CH3:8])[C:1]1[CH:6]=[CH:5][CH:4]=[CH:3][CH:2]=1. Procedure details: A solution of 3.0 g (24 mmol) of methyl phenyl sulfide in 30 mL of dichloromethane was cooled to -10° C. and 1.7 g (24 mmol) of chlorine was sparged in with cooling and stirring. To this was added with cooling and stirring 4.5 g (24 mmol) of solid methyl 6-chloroanthranilate and then 3.8 g (48 mmol) of pyridine. The product mixture contained the title compound and methyl 6-chloroanthranilate in a 60:40 ratio as determined by HPLC. Starting materials: [Na]C1=CC=CC1, C[Si](C)(C)Cl, C1CCOC1. Yields the product C[Si](C)(C)C1=CC=CC1. Reaction SMILES: [C:6]1([Na:11])=[CH:7][CH:8]=[CH:9][CH2:10]1.[CH3:1][Si:2]([CH3:3])([CH3:4])[Cl:5].[O:12]1[CH2:13][CH2:14][CH2:15][CH2:16]1>>[CH3:1][Si:2]([CH3:3])([CH3:4])[C:6]1=[CH:7][CH:8]=[CH:9][CH2:10]1. Starting materials: C[Li] (methyllithium), C(C)OC(=O)C=1C(NC(NC1C)=O)C1=CC=CC=C1 (ethyl-6-methyl-4-phenyl-3,4-dihydropyrimidine-2(1H)one-5-carboxylate), ClC(=O)OC (methyl chloroformate). Solvent: C(C)OCC (diethyl ether), O1CCCC1 (tetrahydrofuran). Run at temperature 25 celsius, time 30 minute. Yields the product C(=O)(OC)N1C(NC(=C(C1C1=CC=CC=C1)C(=O)OCC)C)=O (Ethyl 3-carbomethoxy-6-methyl-4-phenyl-3,4-dihydropyrimidine-2(1H)one-5-carboxylate). Reaction SMILES: [CH2:1]([O:3][C:4]([C:6]1[CH:7]([C:14]2[CH:19]=[CH:18][CH:17]=[CH:16][CH:15]=2)[NH:8][C:9](=[O:13])[NH:10][C:11]=1[CH3:12])=[O:5])[CH3:2].C[Li].Cl[C:23]([O:25][CH3:26])=[O:24]>O1CCCC1.C(OCC)C>[C:23]([N:8]1[CH:7]([C:14]2[CH:15]=[CH:16][CH:17]=[CH:18][CH:19]=2)[C:6]([C:4]([O:3][CH2:1][CH3:2])=[O:5])=[C:11]([CH3:12])[NH:10][C:9]1=[O:13])([O:25][CH3:26])=[O:24]. Procedure: To a suspension of ethyl-6-methyl-4-phenyl-3,4-dihydropyrimidine-2(1H)one-5-carboxylate (5.0 mmol) in dry tetrahydrofuran (b 10 mL) under nitrogen at -78° C. was added dropwise 1.5 M methyllithium (11 mmol) in diethyl ether and the reaction mixture allowed to warm to 25° C. After 30 minutes, the reaction mixture was recooled to -78° C. and methyl chloroformate (5.5 mmol) was added. The reaction mixture was allowed to warm to 25° C., then quenched with saturated aqueous ammonium chloride and extr... Reactants: CN(C)c1ccncc1, COC(CNCc1ccc(F)c(Cl)c1)OC, ClCCl, ClCCl, Cc1ccc(S(=O)(=O)Cl)cc1, c1ccncc1, c1ccncc1. Yields the product COC(CN(Cc1ccc(F)c(Cl)c1)S(=O)(=O)c1ccc(C)cc1)OC. RXN SMILES: [CH3:46][N:47]([c:48]1[cH:49][cH:50][n:51][cH:52][cH:53]1)[CH3:54].[Cl:1][c:2]1[cH:3][c:4]([CH2:5][NH:6][CH2:7][CH:8]([O:9][CH3:10])[O:11][CH3:12])[cH:13][cH:14][c:15]1[F:16].[Cl:40][CH2:41][Cl:42].[Cl:43][CH2:44][Cl:45].[c:17]1([CH3:27])[cH:18][cH:19][c:20]([S:23](=[O:24])(=[O:25])[Cl:26])[cH:21][cH:22]1.[cH:28]1[cH:29][cH:30][n:31][cH:32][cH:33]1.[n:34]1[cH:35][cH:36][cH:37][cH:38][cH:39]1>>[Cl:1][c:2]1[cH:3][c:4]([CH2:5][N:6]([CH2:7][CH:8]([O:9][CH3:10])[O:11][CH3:12])[S:23]([c:20]2[cH:19][cH:18][c:17]([CH3:27])[cH:22][cH:21]2)(=[O:24])=[O:25])[cH:13][cH:14][c:15]1[F:16]. Reactants: COc1ccc(N2CCN(n3cn[nH]c3=O)CC2)cc1, CN(C)C=O, COS(=O)(=O)OC, [H-], [Na+], O. Yields the product COc1ccc(N2CCN(n3cnn(C)c3=O)CC2)cc1. As a reaction SMILES: [CH3:1][O:2][c:3]1[cH:4][cH:5][c:6]([N:9]2[CH2:10][CH2:11][N:12]([n:15]3[c:16](=[O:20])[nH:17][n:18][cH:19]3)[CH2:13][CH2:14]2)[cH:7][cH:8]1.[CH3:23][N:24]([CH3:25])[CH:26]=[O:27].[CH3:28][O:29][S:30]([O:31][CH3:32])(=[O:33])=[O:34].[H-:21].[Na+:22].[OH2:35]>>[CH3:1][O:2][c:3]1[cH:4][cH:5][c:6]([N:9]2[CH2:10][CH2:11][N:12]([n:15]3[c:16](=[O:20])[n:17]([CH3:23])[n:18][cH:19]3)[CH2:13][CH2:14]2)[cH:7][cH:8]1. The reactants are [NH4+].[Cl-] (NH4Cl), C(C=C)Cl (Allyl chloride), [Mg] (magnesium), C(C=C)Cl (allyl chloride), CC1=CCCC(C1C=O)(C)C (α-cyclocitral). Run in CCOCC (ether), CCOCC (ether). Run at time 3 hour. Product: CC=1C(C(CCC1)(C)C)C(CC=C)O (2,6,6-Trimethyl-1-[1-hydroxy-3-butenyl]-2-cyclohexene). Reaction SMILES: [CH2:1](Cl)[CH:2]=[CH2:3].[Mg].[CH3:6][C:7]1[CH:12]([CH:13]=[O:14])[C:11]([CH3:16])([CH3:15])[CH2:10][CH2:9][CH:8]=1.[NH4+].[Cl-]>CCOCC>[CH3:6][C:7]1[CH:12]([CH:13]([OH:14])[CH2:3][CH:2]=[CH2:1])[C:11]([CH3:16])([CH3:15])[CH2:10][CH2:9][CH:8]=1 |f:3.4|. Procedure: Allyl chloride (5 ml.) was added under nitrogen to a suspension of magnesium (28.8 g.) in 300 ml. of dry ether. According to the usual procedure of a Grignard reaction, allyl chloride (85 g.) and α-cyclocitral (152 g.) in 100 ml. of dry ether were added at such a rate as to maintain the solvent at reflux. At this temperature, the mixture was left during 3 h. and poured then into an NH4Cl aqueous solution.